This data is from the Open Reaction Database (ORD), a public repository of structured organic reaction records. The task is: describe an organic reaction: reactants, conditions, products, and yield RXN SMILES: [NH2:1][C:2]1[S:3][C:4]([CH3:12])=[CH:5][C:6]=1[C:7]([O:9]CC)=O.C([N:15]1[CH:20]=[CH:19][CH:18]=[N:17][CH2:16]1)#N.Cl.O1CCO[CH2:24][CH2:23]1>>[O:9]=[C:7]1[NH:15][C:20]([C:19]2[CH:18]=[N:17][CH:16]=[CH:23][CH:24]=2)=[N:1][C:2]2[S:3][C:4]([CH3:12])=[CH:5][C:6]1=2. Reported procedure: 2-Amino-5-methyl-3-ethoxycarbonyl-thiophene (5 g) is solved with 3-cyanopyrimidine (2.7 g) in dioxane (40 ml). Then gaseous HCl is conducted through the solution for 5 hours. The usual workup yields 3,4-dihydro-4-oxo-2-(pyridin-3-yl)-6-methyl-thieno-[2,3-d]-pyrimidine (6 g). Product: O=C1C2=C(N=C(N1)C=1C=NC=CC1)SC(=C2)C (3,4-dihydro-4-oxo-2-(pyridin-3-yl)-6-methyl-thieno-[2,3-d]-pyrimidine). Starting materials: NC=1SC(=CC1C(=O)OCC)C (2-Amino-5-methyl-3-ethoxycarbonyl-thiophene), O1CCOCC1 (dioxane), C(#N)N1CN=CC=C1 (3-cyanopyrimidine), Cl (HCl). The reactants are COCC(OC(C)=O)C1CC(OC(C)=O)C2(C)CCC3C(CCC4=CC(=O)C=C(C)C43C)C12, CC(=O)O, CO, [K+], [OH-]. Product: COCC(OC(C)=O)C1CC(O)C2(C)CCC3C(CCC4=CC(=O)C=C(C)C43C)C12. RXN SMILES: [C:1](=[O:2])([CH3:3])[O:4][CH:5]1[C:6]2([CH3:7])[CH:8]([CH:9]([CH:11]([CH2:12][O:13][CH3:14])[O:15][C:16]([CH3:17])=[O:18])[CH2:10]1)[CH:19]1[CH2:20][CH2:21][C:22]3=[CH:23][C:24](=[O:33])[CH:25]=[C:26]([CH3:32])[C:27]3([CH3:28])[CH:29]1[CH2:30][CH2:31]2.[CH3:36][C:37](=[O:38])[OH:39].[CH3:40][OH:41].[K+:35].[OH-:34]>>[OH:4][CH:5]1[C:6]2([CH3:7])[CH:8]([CH:9]([CH:11]([CH2:12][O:13][CH3:14])[O:15][C:16]([CH3:17])=[O:18])[CH2:10]1)[CH:19]1[CH2:20][CH2:21][C:22]3=[CH:23][C:24](=[O:33])[CH:25]=[C:26]([CH3:32])[C:27]3([CH3:28])[CH:29]1[CH2:30][CH2:31]2. Starting materials: C(C)(C)(C)OC(=O)N1CC(CC1)OC1=C(C=C2C(C(=CN(C2=C1)C1CC1)C(=O)OCC)=O)F (Ethyl 7-(1-t-butoxycarbonyl-3-pyrrolidinyloxy)-1-cyclopropyl-6-fluoro-1,4-dihydro-4-oxoquinoline-3carboxylate), Cl (hydrochloric acid). Run in C(C)(=O)O (acetic acid). Yields the product Cl.N1CC(CC1)OC1=C(C=C2C(C(=CN(C2=C1)C1CC1)C(=O)O)=O)F (7-(3-Pyrrolidinyloxy)-1-cyclopropyl-6-fluoro-1,4-dihydro-4-oxoquinoline-3-carboxylic acid hydrochloride). Reaction SMILES: C(OC([N:8]1[CH2:12][CH2:11][CH:10]([O:13][C:14]2[CH:23]=[C:22]3[C:17]([C:18](=[O:32])[C:19]([C:27]([O:29]CC)=[O:28])=[CH:20][N:21]3[CH:24]3[CH2:26][CH2:25]3)=[CH:16][C:15]=2[F:33])[CH2:9]1)=O)(C)(C)C.[ClH:34]>C(O)(=O)C>[ClH:34].[NH:8]1[CH2:12][CH2:11][CH:10]([O:13][C:14]2[CH:23]=[C:22]3[C:17]([C:18](=[O:32])[C:19]([C:27]([OH:29])=[O:28])=[CH:20][N:21]3[CH:24]3[CH2:26][CH2:25]3)=[CH:16][C:15]=2[F:33])[CH2:9]1 |f:3.4|. Procedure: Ethyl 7-(1-t-butoxycarbonyl-3-pyrrolidinyloxy)-1-cyclopropyl-6-fluoro-1,4-dihydro-4-oxoquinoline-3carboxylate (210 mg) was dissolved in a mixture consisting of 0.7 ml of concentrated hydrochloric acid and 2.8 ml of acetic acid. The resulting solution was heated under reflux for 3 hours. The reaction mixture was concentrated to dryness under reduced pressure. The residue was recrystallized from ethanol, whereby 60 mg of the title compound was obtained as crystals.